Dataset: the Open Reaction Database (ORD), a public repository of structured organic reaction records. Task: describe an organic reaction: reactants, conditions, products, and yield The reactants are CCCCCCCCCCCCCCCCCCN, CC(C)O, O=CC(O)C(O)C(O)C(O)CO, O. The product is CCCCCCCCCCCCCCCCCCNC1OC(CO)C(O)C(O)C1O. As a reaction SMILES: [CH2:13]([CH2:14][CH2:15][CH2:16][CH2:17][CH2:18][CH2:19][CH2:20][CH2:21][CH2:22][CH2:23][CH2:24][CH2:25][CH2:26][CH2:27][CH2:28][CH2:29][CH3:30])[NH2:31].[CH:32]([OH:33])([CH3:34])[CH3:35].[O:1]=[CH:2][CH:3]([OH:4])[CH:5]([OH:6])[CH:7]([OH:8])[CH:9]([OH:10])[CH2:11][OH:12].[OH2:36]>>[CH:2]1([NH:31][CH2:13][CH2:14][CH2:15][CH2:16][CH2:17][CH2:18][CH2:19][CH2:20][CH2:21][CH2:22][CH2:23][CH2:24][CH2:25][CH2:26][CH2:27][CH2:28][CH2:29][CH3:30])[CH:3]([OH:4])[CH:5]([OH:6])[CH:7]([OH:8])[CH:9]([CH2:11][OH:12])[O:10]1. Reactants: Cl, Cl, CC(NC(=O)Cc1cc(F)cc(F)c1)C(=O)O, COC(=O)C(N)Cc1ccncc1, ClCc1ccncc1. Yields the product COC(=O)C(Cc1ccncc1)NC(=O)C(C)NC(=O)Cc1cc(F)cc(F)c1. RXN SMILES: [ClH:18].[ClH:32].[F:1][c:2]1[cH:3][c:4]([CH2:9][C:10](=[O:11])[NH:12][CH:13]([CH3:14])[C:15](=[O:16])[OH:17])[cH:5][c:6]([F:8])[cH:7]1.[NH2:19][CH:20]([C:21](=[O:22])[O:23][CH3:24])[CH2:25][c:26]1[cH:27][cH:28][n:29][cH:30][cH:31]1.[cH:33]1[n:34][cH:35][cH:36][c:37]([CH2:38][Cl:39])[cH:40]1>>[F:1][c:2]1[cH:3][c:4]([CH2:9][C:10](=[O:11])[NH:12][CH:13]([CH3:14])[C:15](=[O:17])[NH:19][CH:20]([C:21](=[O:22])[O:23][CH3:24])[CH2:25][c:26]2[cH:27][cH:28][n:29][cH:30][cH:31]2)[cH:5][c:6]([F:8])[cH:7]1. The reactants are COC1=C2CCC(CC2=C(C=C1)[N+](=O)[O-])C(=O)O (5-methoxy-8-nitro-1,2,3,4-tetrahydronaphthalene-2-carboxylic acid), C1(=CC=CC=C1)C (toluene), S(=O)(Cl)Cl (thionyl chloride), O1CCN(CC1)C1=CC=C(N)C=C1 (4-morpholinoaniline). The solvent is C(Cl)Cl (methylene chloride), O (water). Conditions: temperature 80 celsius, time 2 hour. Product: O1CCN(CC1)C1=CC=C(C=C1)NC(=O)C1CC2=C(C=CC(=C2CC1)OC)[N+](=O)[O-] (N-(4-Morpholinophenyl)-5-methoxy-8-nitro-1,2,3,4-tetrahydronaphthalene-2-carboxamide). Isolated yield 92.4%. RXN SMILES: [CH3:1][O:2][C:3]1[CH:12]=[CH:11][C:10]([N+:13]([O-:15])=[O:14])=[C:9]2[C:4]=1[CH2:5][CH2:6][CH:7]([C:16]([OH:18])=O)[CH2:8]2.C1(C)C=CC=CC=1.S(Cl)(Cl)=O.[O:30]1[CH2:35][CH2:34][N:33]([C:36]2[CH:42]=[CH:41][C:39]([NH2:40])=[CH:38][CH:37]=2)[CH2:32][CH2:31]1>C(Cl)Cl.O>[O:30]1[CH2:31][CH2:32][N:33]([C:36]2[CH:37]=[CH:38][C:39]([NH:40][C:16]([CH:7]3[CH2:6][CH2:5][C:4]4[C:9](=[C:10]([N+:13]([O-:15])=[O:14])[CH:11]=[CH:12][C:3]=4[O:2][CH3:1])[CH2:8]3)=[O:18])=[CH:41][CH:42]=2)[CH2:34][CH2:35]1. Procedure details: A mixture of 5-methoxy-8-nitro-1,2,3,4-tetrahydronaphthalene-2-carboxylic acid (1.3 g, 5 mmol), toluene (20 mL) and thionyl chloride (1.8 mL, 25 mmol) was heated at 80° C. for 1 h. The solvents were removed in vacuo and the residue, dissolved in methylene chloride (10 mL), was added to a solution of 4-morpholinoaniline (890 mg, 5 mmol) and triethylanmine (1.0 g, 10 mmol) in methylene chloride (20 mL) at 0° C. The mixture was stirred at 20° C. for 2 h, water was added and the precipitate was filt... Starting materials: C(=O)C1=CC=CC=2C=C(CCOC21)C(=O)OC (Methyl 2,3-dihydro-9-formyl-1-benzoxepin-4-carboxylate), Cl.CON (O-methylhydroxylamine hydrochloride), C[O-].[Na+] (sodium methoxide). Run in CO (methanol), CO (methanol). Run at time 4 hour. Product: CON=CC1=CC=CC=2C=C(CCOC21)C(=O)OC (methyl 2,3-dihydro-9-methoxyiminomethyl-1-benzoxepin-4-carboxylate). The yield is 97.8%. Reaction SMILES: [CH:1]([C:3]1[C:13]2[O:12][CH2:11][CH2:10][C:9]([C:14]([O:16][CH3:17])=[O:15])=[CH:8][C:7]=2[CH:6]=[CH:5][CH:4]=1)=O.Cl.[CH3:19][O:20][NH2:21].C[O-].[Na+]>CO>[CH3:19][O:20][N:21]=[CH:1][C:3]1[C:13]2[O:12][CH2:11][CH2:10][C:9]([C:14]([O:16][CH3:17])=[O:15])=[CH:8][C:7]=2[CH:6]=[CH:5][CH:4]=1 |f:1.2,3.4|. Reported procedure: Methyl 2,3-dihydro-9-formyl-1-benzoxepin-4-carboxylate (0.5 g) was added to a mixture of O-methylhydroxylamine hydrochloride (0.25 g) and 28% sodium methoxide in methanol (0.5 ml) in methanol (5 ml) and the mixture was stirred at ambient temperature for 4 hours. The reaction mixture was partitioned between ethyl acetate and water. The organic layer was washed with brine, dried over magnesium sulfate, and evaporated in vacuo to give methyl 2,3-dihydro-9-methoxyiminomethyl-1-benzoxepin-4-carboxyla... Starting materials: C1(=CC=CC=C1)O (phenol), [K] (potassium), ClC1=NC=C(C(N1)=O)F (2-chloro-5-fluoropyrimidin-4-one), [K] (potassium). The solvent is C1(=CC=CC=C1)C (toluene), C1(=CC=CC=C1)C (toluene). Conditions: temperature 100 celsius, time 8 hour. The product is O(C1=CC=CC=C1)C1=NC=C(C(N1)=O)F (2-phenoxy-5-fluoropyrimidin-4-one). Isolated yield 63.8%. RXN SMILES: [K].[C:2]1([OH:8])[CH:7]=[CH:6][CH:5]=[CH:4][CH:3]=1.Cl[C:10]1[NH:15][C:14](=[O:16])[C:13]([F:17])=[CH:12][N:11]=1>C1(C)C=CC=CC=1>[O:8]([C:10]1[NH:15][C:14](=[O:16])[C:13]([F:17])=[CH:12][N:11]=1)[C:2]1[CH:7]=[CH:6][CH:5]=[CH:4][CH:3]=1 |^1:0|. Procedure: A 11.7 g quantity of metal potassium is added to 200 ml of absolute toluene, and a mixture of 28 g of phenol and 100 ml of absolute toluene is further added dropwise to dissolve the potassium. Subsequently 14.9 g of 2-chloro-5-fluoropyrimidin-4-one is added to the solution, and the mixture is stirred at 100° C for 8 hours. The reaction mixture is thereafter treated in the same manner as in Example 6 to give 13.2 g of white crystalline 2-phenoxy-5-fluoropyrimidin-4-one in a yield of 64.1%, m.p. 2... The reactants are CC(C)(C)[Si](OCCc1cc(Cl)c(O)c(Cl)c1)(c1ccccc1)c1ccccc1, CN(C)C(=S)Cl, CN(C)C=O, CCOC(C)=O, C1CN2CCN1CC2. The product is CN(C)C(=S)Oc1c(Cl)cc(CCO[Si](c2ccccc2)(c2ccccc2)C(C)(C)C)cc1Cl. As a reaction SMILES: [C:1]([CH3:2])([CH3:3])([CH3:4])[Si:5]([O:6][CH2:7][CH2:8][c:9]1[cH:10][c:11]([Cl:17])[c:12]([OH:16])[c:13]([Cl:15])[cH:14]1)([c:18]1[cH:19][cH:20][cH:21][cH:22][cH:23]1)[c:24]1[cH:25][cH:26][cH:27][cH:28][cH:29]1.[CH3:38][N:39]([C:40](=[S:41])[Cl:42])[CH3:43].[CH3:44][N:45]([CH3:46])[CH:47]=[O:48].[CH3:49][CH2:50][O:51][C:52](=[O:53])[CH3:54].[N:30]12[CH2:31][CH2:32][N:33]([CH2:34][CH2:35]1)[CH2:36][CH2:37]2>>[C:1]([CH3:2])([CH3:3])([CH3:4])[Si:5]([O:6][CH2:7][CH2:8][c:9]1[cH:10][c:11]([Cl:17])[c:12]([O:16][C:40]([N:39]([CH3:38])[CH3:43])=[S:41])[c:13]([Cl:15])[cH:14]1)([c:18]1[cH:19][cH:20][cH:21][cH:22][cH:23]1)[c:24]1[cH:25][cH:26][cH:27][cH:28][cH:29]1. RXN SMILES: C(OC([N:8]1[CH2:13][CH2:12][C:11]2[CH:14]=[CH:15][S:16][C:10]=2[CH2:9]1)=O)(C)(C)C.[ClH:17]>CO>[ClH:17].[S:16]1[C:10]2[CH2:9][NH:8][CH2:13][CH2:12][C:11]=2[CH:14]=[CH:15]1 |f:3.4|. The product is Cl.S1C=CC2=C1CNCC2 (4,5,6,7-tetrahydrothieno[2,3-c]pyridine hydrochloride). The reactants are C(C)(C)(C)OC(=O)N1CC2=C(CC1)C=CS2 (6-tert-butoxycarbonyl-4,5,6,7-tetrahydrothieno[2,3-c]pyridine), Cl (hydrochloric acid). The solvent is CO (methanol). Run at time 1 hour. Procedure details: To a solution of 1.427 g (5.962 mmol) of 6-tert-butoxycarbonyl-4,5,6,7-tetrahydrothieno[2,3-c]pyridine in 5 ml of methanol, 3 ml of concentrated hydrochloric acid was added, followed by stirring at room temperature for 1 hour. The solvent was distilled off under reduced pressure to yield the desired product. Reactants: Cc1nc(-c2ccccn2)ncc1C(=O)O, CCOC(C)=O, CCN(C(C)C)C(C)C, Cc1cc2cc(F)ccc2n1N, CN(C)C=O, O. Yields the product Cc1nc(-c2ccccn2)ncc1C(=O)Nn1c(C)cc2cc(F)ccc21. RXN SMILES: [CH3:1][c:2]1[n:3][c:4](-[c:11]2[n:12][cH:13][cH:14][cH:15][cH:16]2)[n:5][cH:6][c:7]1[C:8](=[O:9])[OH:10].[CH3:38][CH2:39][O:40][C:41]([CH3:42])=[O:43].[CH:17]([N:18]([CH2:19][CH3:20])[CH:21]([CH3:22])[CH3:23])([CH3:24])[CH3:25].[F:26][c:27]1[cH:28][c:29]2[cH:30][c:31]([CH3:37])[n:32]([NH2:36])[c:33]2[cH:34][cH:35]1.[O:44]=[CH:45][N:46]([CH3:47])[CH3:48].[OH2:49]>>[CH3:1][c:2]1[n:3][c:4](-[c:11]2[n:12][cH:13][cH:14][cH:15][cH:16]2)[n:5][cH:6][c:7]1[C:8](=[O:10])[NH:36][n:32]1[c:31]([CH3:37])[cH:30][c:29]2[cH:28][c:27]([F:26])[cH:35][cH:34][c:33]21. The reactants are O (water), Cl.CS(=O)(=O)C1=CC=C(C=N1)O[C@@H]1C(N(CC1)C1CCNCC1)=O ((S)-3-(6-(methylsulfonyl)pyridin-3-yloxy)-1-(piperidin-4-yl)pyrrolidin-2-one hydrochloride salt), CCN(C(C)C)C(C)C (DIEA), ClC1=NC=C(C=N1)CC (2-chloro-5-ethylpyrimidine). Solvent: CCOC(=O)C (EtOAc), CN(C)C=O (DMF). Conditions: temperature 100 celsius. The product is C(C)C=1C=NC(=NC1)N1CCC(CC1)N1C([C@H](CC1)OC=1C=NC(=CC1)S(=O)(=O)C)=O ((S)-1-(1-(5-ethylpyrimidin-2-yl)piperidine-4-yl)-3-(6-(methylsulfonyl)pyridine-3-yloxy)pyrrolidin-2-one). Isolated yield 30.2%. Reaction SMILES: Cl.[CH3:2][S:3]([C:6]1[N:11]=[CH:10][C:9]([O:12][C@H:13]2[CH2:17][CH2:16][N:15]([CH:18]3[CH2:23][CH2:22][NH:21][CH2:20][CH2:19]3)[C:14]2=[O:24])=[CH:8][CH:7]=1)(=[O:5])=[O:4].CCN(C(C)C)C(C)C.Cl[C:35]1[N:40]=[CH:39][C:38]([CH2:41][CH3:42])=[CH:37][N:36]=1.O>CN(C=O)C.CCOC(C)=O>[CH2:41]([C:38]1[CH:37]=[N:36][C:35]([N:21]2[CH2:22][CH2:23][CH:18]([N:15]3[CH2:16][CH2:17][C@H:13]([O:12][C:9]4[CH:10]=[N:11][C:6]([S:3]([CH3:2])(=[O:4])=[O:5])=[CH:7][CH:8]=4)[C:14]3=[O:24])[CH2:19][CH2:20]2)=[N:40][CH:39]=1)[CH3:42] |f:0.1|. Reported procedure: To a solution of (S)-3-(6-(methylsulfonyl)pyridin-3-yloxy)-1-(piperidin-4-yl)pyrrolidin-2-one hydrochloride salt (100 mg, 0.26 mmol) and DIEA (0.324 mL, 1.86 mmol) in DMF (3 mL) was added 2-chloro-5-ethylpyrimidine (76 mg, 0.532 mmol). The reaction was heated to 100° C. for 4 hours at which point the reaction was poured into water (10 mL) and EtOAc (10 mL). The organic layer was separated and the aqueous layer extracted with EtOAc (2×5 mL). The combined organic layers were dried with MgSO4 and c...